Dataset: the Open Reaction Database (ORD), a public repository of structured organic reaction records. Task: describe an organic reaction: reactants, conditions, products, and yield Starting materials: C(C)OC(=O)C=1C=NC2=C(C=C(C=C2C1O)I)F (6-Iodo-8-fluoro-4-hydroxy-3-quinolinecarboxylic acid ethyl ester), palladium tetrakistriphenylphosphine, C=1(C(=CC=CC1)B(O)O)C (o-tolueneboronic acid), O.O.O.O.O.O.O.O.[OH-].[Ba+2].[OH-] (barium hydroxide octahydrate). Run in O (water), CN(C)C=O (DMF), O (water). Reaction conditions: temperature 80 celsius. Product: C(C)OC(=O)C=1C=NC2=C(C=C(C=C2C1O)C1=C(C=CC=C1)C)F (6-(2-methylphenyl)-8-fluoro-4-hydroxy-3-quinoline-carboxylic acid ethyl ester). Yield: 47.0%. As a reaction SMILES: [CH2:1]([O:3][C:4]([C:6]1[CH:7]=[N:8][C:9]2[C:14]([C:15]=1[OH:16])=[CH:13][C:12](I)=[CH:11][C:10]=2[F:18])=[O:5])[CH3:2].[C:19]1([CH3:28])[C:20](B(O)O)=[CH:21][CH:22]=[CH:23][CH:24]=1.O.O.O.O.O.O.O.O.[OH-].[Ba+2].[OH-]>CN(C=O)C.O>[CH2:1]([O:3][C:4]([C:6]1[CH:7]=[N:8][C:9]2[C:14]([C:15]=1[OH:16])=[CH:13][C:12]([C:24]1[CH:23]=[CH:22][CH:21]=[CH:20][C:19]=1[CH3:28])=[CH:11][C:10]=2[F:18])=[O:5])[CH3:2] |f:2.3.4.5.6.7.8.9.10.11.12|. Reported procedure: 6-Iodo-8-fluoro-4-hydroxy-3-quinolinecarboxylic acid ethyl ester (903 mg) from Example No. 5 and o-tolueneboronic acid (374 mg) are dissolved in DMF (50 mL) and at 50° C. a solution of barium hydroxide octahydrate (1.18 g) in water (5 mL) is added followed by palladium tetrakistriphenylphosphine (58 mg). The mixture is heated at 80° C. for 20 h, allowed to cool to rt, poured into water (200 mL), and extracted with ethyl acetate (3×100 mL). The organic layer is washed with brine (25 mL), dried (M... Reactants: Nc1ccc2cc(Br)ccc2c1, CCC(C)C(C=O)NC(=O)OC(C)(C)C, O. Product: CCC(C)C(CNc1ccc2cc(Br)ccc2c1)NC(=O)OC(C)(C)C. As a reaction SMILES: [Br:16][c:17]1[cH:18][c:19]2[cH:20][cH:21][c:22]([NH2:27])[cH:23][c:24]2[cH:25][cH:26]1.[C:1]([CH3:2])([CH3:3])([CH3:4])[O:5][C:6]([NH:7][CH:8]([CH:9]([CH2:10][CH3:11])[CH3:12])[CH:13]=[O:14])=[O:15].[OH2:28]>>[C:1]([CH3:2])([CH3:3])([CH3:4])[O:5][C:6]([NH:7][CH:8]([CH:9]([CH2:10][CH3:11])[CH3:12])[CH2:13][NH:27][c:22]1[cH:21][cH:20][c:19]2[cH:18][c:17]([Br:16])[cH:26][cH:25][c:24]2[cH:23]1)=[O:15].